This data is from the Open Reaction Database (ORD), a public repository of structured organic reaction records. The task is: describe an organic reaction: reactants, conditions, products, and yield Starting materials: CN(C)C=O, Cc1cc(O)ccc1CCCCn1ccnn1, FC(F)(F)c1ccc(-c2ccc(CCl)nc2)cc1, [H-], [Na+], O. Product: Cc1cc(OCc2ccc(-c3ccc(C(F)(F)F)cc3)cn2)ccc1CCCCn1ccnn1. RXN SMILES: [CH3:39][N:40]([CH3:41])[CH:42]=[O:43].[CH3:3][c:4]1[cH:5][c:6]([OH:19])[cH:7][cH:8][c:9]1[CH2:10][CH2:11][CH2:12][CH2:13][n:14]1[n:15][n:16][cH:17][cH:18]1.[Cl:20][CH2:21][c:22]1[n:23][cH:24][c:25](-[c:28]2[cH:29][cH:30][c:31]([C:34]([F:35])([F:36])[F:37])[cH:32][cH:33]2)[cH:26][cH:27]1.[H-:1].[Na+:2].[OH2:38]>>[CH3:3][c:4]1[cH:5][c:6]([O:19][CH2:21][c:22]2[n:23][cH:24][c:25](-[c:28]3[cH:29][cH:30][c:31]([C:34]([F:35])([F:36])[F:37])[cH:32][cH:33]3)[cH:26][cH:27]2)[cH:7][cH:8][c:9]1[CH2:10][CH2:11][CH2:12][CH2:13][n:14]1[n:15][n:16][cH:17][cH:18]1. Starting materials: BrC=1C=C(C=CC1)OC (3-bromoanisole), ClS(=O)(=O)O (chlorosulfonic acid). Reaction conditions: temperature 0 celsius, time 1 hour. Product: BrC1=CC(=C(C=C1)S(=O)(=O)Cl)OC (4-Bromo-2-(methyloxy)benzenesulfonyl chloride). As a reaction SMILES: [Br:1][C:2]1[CH:3]=[C:4]([O:8][CH3:9])[CH:5]=[CH:6][CH:7]=1.[Cl:10][S:11](O)(=[O:13])=[O:12]>>[Br:1][C:2]1[CH:7]=[CH:6][C:5]([S:11]([Cl:10])(=[O:13])=[O:12])=[C:4]([O:8][CH3:9])[CH:3]=1. Reported procedure: To chlorosulfonic acid (20 ml) at 0° C. was added dropwise 3-bromoanisole (18.7 g, 0.1 mol) at such a rate that the internal temperature remained below 5° C. The mixture was stirred at 0° C. for 1 hour and added dropwise to crushed ice. The mixture was extracted with ethyl acetate and the combined organic layers were washed with water and brine, dried over anhydrous magnesium sulfate and concentrated in vacuo. The residue was purified by chromatography on silica gel (1:25 ethyl acetate:pentane) ...